From a dataset of the Open Reaction Database (ORD), a public repository of structured organic reaction records. describe an organic reaction: reactants, conditions, products, and yield Starting materials: N1(CCCCC1)C1CCN(CC1)C(=O)C=1C=C2C=C(NC2=CC1)C(=O)N1CCC(CC1)(F)F ([5-([1,4′]bipiperidinyl-1′-carbonyl)-1H-indol-2-yl]-(4,4-difluoro-piperidin-1-yl)-methanone), ClC1=NC=C(C=C1)B(O)O (2-chloropyridine-5-boronic acid), N1=CC=CC=C1 (pyridine). Reagents/catalysts: C(C)(=O)[O-].[Cu+2].C(C)(=O)[O-] (copper(II) acetate). Run in ClCCl (dichloromethane). Product: N1(CCCCC1)C1CCN(CC1)C(=O)C=1C=C2C=C(N(C2=CC1)C=1C=NC(=CC1)Cl)C(=O)N1CCC(CC1)(F)F ([5-([1,4′]Bipiperidinyl-1′-carbonyl)-1-(6-chloro-pyridin-3-yl)-1H-indol-2-yl]-(4,4-difluoro-piperidin-1-yl)-methanone). The yield is 57.0%. As a reaction SMILES: [N:1]1([CH:7]2[CH2:12][CH2:11][N:10]([C:13]([C:15]3[CH:16]=[C:17]4[C:21](=[CH:22][CH:23]=3)[NH:20][C:19]([C:24]([N:26]3[CH2:31][CH2:30][C:29]([F:33])([F:32])[CH2:28][CH2:27]3)=[O:25])=[CH:18]4)=[O:14])[CH2:9][CH2:8]2)[CH2:6][CH2:5][CH2:4][CH2:3][CH2:2]1.[Cl:34][C:35]1[CH:40]=[CH:39][C:38](B(O)O)=[CH:37][N:36]=1.N1C=CC=CC=1>ClCCl.C([O-])(=O)C.[Cu+2].C([O-])(=O)C>[N:1]1([CH:7]2[CH2:12][CH2:11][N:10]([C:13]([C:15]3[CH:16]=[C:17]4[C:21](=[CH:22][CH:23]=3)[N:20]([C:38]3[CH:37]=[N:36][C:35]([Cl:34])=[CH:40][CH:39]=3)[C:19]([C:24]([N:26]3[CH2:31][CH2:30][C:29]([F:33])([F:32])[CH2:28][CH2:27]3)=[O:25])=[CH:18]4)=[O:14])[CH2:9][CH2:8]2)[CH2:2][CH2:3][CH2:4][CH2:5][CH2:6]1 |f:4.5.6|. Procedure details: The title compound was synthesized in analogy to example 66, from [5-([1,4′]bipiperidinyl-1′-carbonyl)-1H-indol-2-yl]-(4,4-difluoro-piperidin-1-yl)-methanone (example 168), 2-chloropyridine-5-boronic acid, copper(II) acetate and pyridine in dichloromethane, to give the desired product as a brown oil (57%). Run at time 1 hour. As a reaction SMILES: [F:1][C:2]1[CH:7]=[CH:6][CH:5]=[CH:4][C:3]=1[C:8]1[N:9]=[N:10][N:11]([CH3:24])[C:12]=1[CH2:13][O:14][C:15]1[CH:23]=[CH:22][C:18]([C:19]([OH:21])=O)=[CH:17][N:16]=1.CN(C(ON1N=NC2C=CC=CC1=2)=[N+](C)C)C.[B-](F)(F)(F)F.CCN(C(C)C)C(C)C.[NH2:56][CH:57]1[CH2:62][CH2:61][O:60][CH2:59][CH2:58]1>CN(C=O)C>[F:1][C:2]1[CH:7]=[CH:6][CH:5]=[CH:4][C:3]=1[C:8]1[N:9]=[N:10][N:11]([CH3:24])[C:12]=1[CH2:13][O:14][C:15]1[CH:23]=[CH:22][C:18]([C:19]([NH:56][CH:57]2[CH2:62][CH2:61][O:60][CH2:59][CH2:58]2)=[O:21])=[CH:17][N:16]=1 |f:1.2|. Procedure details: To a solution of 6-((4-(2-fluorophenyl)-1-methyl-1H-1,2,3-triazol-5-yl)methoxy)nicotinic acid (98 mg, 0.3 mmol) and TBTU (105 mg, 0.33 mmol) in DMF (1 mL) was added DIPEA (261 μL, 1.49 mmol). Then 4-aminotetrahydropyran (34 μL, 0.33 mmol) was added and the mixture was stirred at room temperature under Ar for 1 h. The mixture was then evaporated and purification by chromatography (silica, 50 to 100% ethyl acetate in heptane) afforded the title compound (108 mg, 88%) as a white solid after recryst... The product is FC1=C(C=CC=C1)C=1N=NN(C1COC1=NC=C(C(=O)NC2CCOCC2)C=C1)C (6-((4-(2-Fluorophenyl)-1-methyl-1H-1,2,3-triazol-5-yl)methoxy)-N-(tetrahydro-2H-pyran-4-yl)nicotinamide). Isolated yield 87.5%. The solvent is CN(C)C=O (DMF). Reactants: NC1CCOCC1 (4-aminotetrahydropyran), FC1=C(C=CC=C1)C=1N=NN(C1COC1=NC=C(C(=O)O)C=C1)C (6-((4-(2-fluorophenyl)-1-methyl-1H-1,2,3-triazol-5-yl)methoxy)nicotinic acid), CN(C)C(=[N+](C)C)ON1C2=C(C=CC=C2)N=N1.[B-](F)(F)(F)F (TBTU), CCN(C(C)C)C(C)C (DIPEA). Starting materials: [BH4-], O=C1OC(=O)C2=C1CCCC2, [Na+], C1CCOC1. The product is O=C1OC(O)C2=C1CCCC2. Reaction SMILES: [BH4-:12].[C:1]12=[C:2]([CH2:3][CH2:4][CH2:5][CH2:6]1)[C:7](=[O:8])[O:9][C:10]2=[O:11].[Na+:13].[O:14]1[CH2:15][CH2:16][CH2:17][CH2:18]1>>[C:1]12=[C:2]([CH2:3][CH2:4][CH2:5][CH2:6]1)[C:7](=[O:8])[O:9][CH:10]2[OH:11]. The reactants are CC(C)(C)OC(=O)N1CCCC1COc1cccc(CO[Si](C)(C)C(C)(C)C)n1, C1CCOC1, CCCC[N+](CCCC)(CCCC)CCCC, [F-]. Product: CC(C)(C)OC(=O)N1CCCC1COc1cccc(CO)n1. As a reaction SMILES: [C:1]([Si:2]([CH3:3])([CH3:4])[O:6][CH2:7][c:8]1[cH:9][cH:10][cH:11][c:12]([O:14][CH2:15][CH:16]2[N:17]([C:21](=[O:22])[O:23][C:24]([CH3:25])([CH3:26])[CH3:27])[CH2:18][CH2:19][CH2:20]2)[n:13]1)([CH3:5])([CH3:28])[CH3:29].[CH2:48]1[O:49][CH2:50][CH2:51][CH2:52]1.[CH3:31][CH2:32][CH2:33][CH2:34][N+:35]([CH2:36][CH2:37][CH2:38][CH3:39])([CH2:40][CH2:41][CH2:42][CH3:43])[CH2:44][CH2:45][CH2:46][CH3:47].[F-:30]>>[OH:6][CH2:7][c:8]1[cH:9][cH:10][cH:11][c:12]([O:14][CH2:15][CH:16]2[N:17]([C:21](=[O:22])[O:23][C:24]([CH3:25])([CH3:26])[CH3:27])[CH2:18][CH2:19][CH2:20]2)[n:13]1. The reactants are CS(C)=O, FC(F)(F)c1cc(Cl)c(I)cn1, [NH4+], [OH-]. Yields the product Nc1cc(C(F)(F)F)ncc1I. As a reaction SMILES: [CH3:15][S:16]([CH3:17])=[O:18].[Cl:3][c:4]1[cH:5][c:6]([C:11]([F:12])([F:13])[F:14])[n:7][cH:8][c:9]1[I:10].[NH4+:1].[OH-:2]>>[NH2:1][c:4]1[cH:5][c:6]([C:11]([F:12])([F:13])[F:14])[n:7][cH:8][c:9]1[I:10]. Starting materials: OC=C1C(C2=CC=CC=C2OC12CCN(CC2)C(=O)OC(C)(C)C)=O (tert-butyl 3-(hydroxymethylene)-4-oxospiro[chroman-2,4′-piperidine]-1′-carboxylate), NN(C(OC(C)(C)C)=O)CCOC (tert-butyl N-amino-N-(2-methoxyethyl)carbamate), Cl (hydrogen chloride), O1CCOCC1 (1,4-dioxane). Run in C(C)O (ethanol). Reaction conditions: time 2 hour. Yields the product Cl.COCCN1N=CC2=C1C=1C=CC=CC1OC21CCNCC1 (1-(2-methoxyethyl)-1H-spiro[chromeno[4,3-c]pyrazole-4,4′-piperidine]hydrochloride). Isolated yield 44.0%. As a reaction SMILES: O[CH:2]=[C:3]1[C:12]2([CH2:17][CH2:16][N:15](C(OC(C)(C)C)=O)[CH2:14][CH2:13]2)[O:11][C:10]2[C:5](=[CH:6][CH:7]=[CH:8][CH:9]=2)[C:4]1=O.[NH2:26][N:27]([CH2:35][CH2:36][O:37][CH3:38])C(=O)OC(C)(C)C.[ClH:39].O1CCOCC1>C(O)C>[ClH:39].[CH3:38][O:37][CH2:36][CH2:35][N:27]1[C:4]2[C:5]3[CH:6]=[CH:7][CH:8]=[CH:9][C:10]=3[O:11][C:12]3([CH2:13][CH2:14][NH:15][CH2:16][CH2:17]3)[C:3]=2[CH:2]=[N:26]1 |f:5.6|. Procedure: A mixture of tert-butyl 3-(hydroxymethylene)-4-oxospiro[chroman-2,4′-piperidine]-1′-carboxylate (200 mg, 0.58 mmol) and tert-butyl N-amino-N-(2-methoxyethyl)carbamate (130 mg, 0.70 mmol) in ethanol (5 mL) was allowed to stir at rt for 2 h. A solution of hydrogen chloride in 1,4-dioxane (150 μL of 4.0 M, 0.60 mmol) was added and the mixture was stirred at 50° C. for 1.5 h before it was concentrated in vacuo to give 1-(2-methoxyethyl)-1H-spiro[chromeno[4,3-c]pyrazole-4,4′-piperidine]hydrochloride ...